From a dataset of the Open Reaction Database (ORD), a public repository of structured organic reaction records. describe an organic reaction: reactants, conditions, products, and yield Starting materials: CCCCP(CCCC)CCCC, COC(=O)c1nn(C(C)C)c2cc(-c3ccc(O)cc3C)ccc12, Cc1ccccc1, OCc1c(C2CC2)nnn1-c1c(Cl)cccc1Cl. The product is COC(=O)c1nn(C(C)C)c2cc(-c3ccc(OCc4c(C5CC5)nnn4-c4c(Cl)cccc4Cl)cc3C)ccc12. RXN SMILES: [CH2:43]([P:44]([CH2:45][CH2:46][CH2:47][CH3:48])[CH2:49][CH2:50][CH2:51][CH3:52])[CH2:53][CH2:54][CH3:55].[CH3:19][O:20][C:21](=[O:22])[c:23]1[n:24][n:25]([CH:40]([CH3:41])[CH3:42])[c:26]2[cH:27][c:28](-[c:32]3[c:33]([CH3:39])[cH:34][c:35]([OH:38])[cH:36][cH:37]3)[cH:29][cH:30][c:31]12.[CH3:56][c:57]1[cH:58][cH:59][cH:60][cH:61][cH:62]1.[CH:1]1([c:4]2[c:5]([CH2:17][OH:18])[n:6](-[c:9]3[c:10]([Cl:16])[cH:11][cH:12][cH:13][c:14]3[Cl:15])[n:7][n:8]2)[CH2:2][CH2:3]1>>[CH:1]1([c:4]2[c:5]([CH2:17][O:18][c:35]3[cH:34][c:33]([CH3:39])[c:32](-[c:28]4[cH:27][c:26]5[n:25]([CH:40]([CH3:41])[CH3:42])[n:24][c:23]([C:21]([O:20][CH3:19])=[O:22])[c:31]5[cH:30][cH:29]4)[cH:37][cH:36]3)[n:6](-[c:9]3[c:10]([Cl:16])[cH:11][cH:12][cH:13][c:14]3[Cl:15])[n:7][n:8]2)[CH2:2][CH2:3]1. Reaction SMILES: [CH2:1]([O:5][C:6](=[O:20])[CH:7](OC(=O)C)[NH:8][C:9]([O:11][C:12]([CH3:15])([CH3:14])[CH3:13])=[O:10])[CH2:2][CH2:3][CH3:4].[NH:21]1[C:29]2[C:24](=[CH:25][CH:26]=[CH:27][CH:28]=2)[CH:23]=[CH:22]1>>[CH2:1]([O:5][C:6](=[O:20])[CH:7]([NH:8][C:9]([O:11][C:12]([CH3:13])([CH3:14])[CH3:15])=[O:10])[C:23]1[C:24]2[C:29](=[CH:28][CH:27]=[CH:26][CH:25]=2)[NH:21][CH:22]=1)[CH2:2][CH2:3][CH3:4]. Procedure: A solution of 20.2 g. (0.070 mol.) of N-t-butoxycarbonyl-2-acetoxyglycine n-butyl ester and 8.8 g. (0.075 mol.) of indole in 300 ml. of toluene was slowly distilled over a 30 minutes interval with periodic replacement of the toluene with fresh solvent. After an additional 45 minutes the reaction mixture was cooled and the solvent was evaporated in vacuo. The residue was triturated with hexane to give α-(N-t-butoxycarbonylamino)indole-3-acetic acid n-butyl ester, m.p. 127°-128° (ether-hexane). Product: C(CCC)OC(C(C1=CNC2=CC=CC=C12)NC(=O)OC(C)(C)C)=O (α-(N-t-butoxycarbonylamino)indole-3-acetic acid n-butyl ester), ether-hexane. Reactants: C(CCC)OC(C(NC(=O)OC(C)(C)C)OC(C)=O)=O (N-t-butoxycarbonyl-2-acetoxyglycine n-butyl ester), N1C=CC2=CC=CC=C12 (indole). Reactants: C([O-])([O-])=O.[Cs+].[Cs+] (cesium carbonate), CS(=O)(=O)C=1N=C(C2=C(N1)OC(=N2)C2=CC(=CC=C2)C)OCCC (5-methanesulfonyl-7-propoxy-2-(3-methyl-phenyl)-oxazolo[5,4-d]pyrimidine), ClC=1C=C(C=CC1Cl)O (3,4-dichlorophenol). Run in CN(C)C=O (DMF). Run at time 2 hour. Product: ClC=1C=C(OC=2N=C(C3=C(N2)OC(=N3)C3=CC(=CC=C3)C)OCCC)C=CC1Cl (5-(3,4-Dichloro-phenoxy)-7-propoxy-2-(3-methyl-phenyl)-oxazolo[5,4-d]pyrimidine). Isolated yield 43.6%. Reaction SMILES: C(=O)([O-])[O-].[Cs+].[Cs+].CS([C:11]1[N:12]=[C:13]([O:27][CH2:28][CH2:29][CH3:30])[C:14]2[N:19]=[C:18]([C:20]3[CH:25]=[CH:24][CH:23]=[C:22]([CH3:26])[CH:21]=3)[O:17][C:15]=2[N:16]=1)(=O)=O.[Cl:31][C:32]1[CH:33]=[C:34]([OH:39])[CH:35]=[CH:36][C:37]=1[Cl:38]>CN(C=O)C>[Cl:31][C:32]1[CH:33]=[C:34]([CH:35]=[CH:36][C:37]=1[Cl:38])[O:39][C:11]1[N:12]=[C:13]([O:27][CH2:28][CH2:29][CH3:30])[C:14]2[N:19]=[C:18]([C:20]3[CH:25]=[CH:24][CH:23]=[C:22]([CH3:26])[CH:21]=3)[O:17][C:15]=2[N:16]=1 |f:0.1.2|. Procedure: 103 mg of cesium carbonate and 100 mg of 5-methanesulfonyl-7-propoxy-2-(3-methyl-phenyl)-oxazolo[5,4-d]pyrimidine were added to a solution of 49 mg of 3,4-dichlorophenol in 3 ml of DMF. The mixture was stirred at room temperature for 2 h. After filtration, the solvent was distilled off in vacuo, and the product was isolated via preparative HPLC to yield 54 mg of the title compound. Reactants: FC1=C(C#N)C(=CC=C1)C (2-fluoro-6-methylbenzonitrile), NC1=CC=C(C=C1)N1N=C(C=C1CC)C=1C=NC=CC1 (1-(4-aminophenyl)-3-(3-pyridyl)-5-ethylpyrazole). The reagents and catalysts are [Ni] (Ni). Run in C(C)(=O)O (acetic acid). Reaction conditions: time 7 hour. The product is C(C)C1=CC(=NN1C1=CC=C(C=C1)NCC1=C(C=CC=C1C)F)C=1C=NC=CC1 ([4-(5-Ethyl-3-pyridin-3-yl-pyrazol-1-yl)phenyl]-(2-fluoro-6-methylbenzyl)amine). Isolated yield 49.7%. Reaction SMILES: [F:1][C:2]1[CH:9]=[CH:8][CH:7]=[C:6]([CH3:10])[C:3]=1[C:4]#[N:5].N[C:12]1[CH:17]=[CH:16][C:15]([N:18]2[C:22]([CH2:23][CH3:24])=[CH:21][C:20]([C:25]3[CH:26]=[N:27][CH:28]=[CH:29][CH:30]=3)=[N:19]2)=[CH:14][CH:13]=1>C(O)(=O)C.[Ni]>[CH2:23]([C:22]1[N:18]([C:15]2[CH:16]=[CH:17][C:12]([NH:5][CH2:4][C:3]3[C:6]([CH3:10])=[CH:7][CH:8]=[CH:9][C:2]=3[F:1])=[CH:13][CH:14]=2)[N:19]=[C:20]([C:25]2[CH:26]=[N:27][CH:28]=[CH:29][CH:30]=2)[CH:21]=1)[CH3:24]. Procedure: A mixture of 2-chloro-6-methylbenzonitrile (5 g, 33.0 mmol) and CsF (14 g, 92.2 mmol) in DMSO (30 ml) was heated at 140° C. for 15 hr and then allowed to cool to room temperature. It was diluted with water, extracted with dichloromethane, washed with brine, dried (Na2SO4) and concentrated to give 2-fluoro-6-methylbenzonitrile (2.93 g, 66%). A mixture of the above nitrile (250 mg), 1-(4-aminophenyl)-3-(3-pyridyl)-5-ethylpyrazole (200 mg, 0.76 mmol) and Raney Ni (50% in water, 100 mg) in glacial a... Starting materials: C1CCOC1, CCOC(C)=O, CSc1ncc(B2OC(C)(C)C(C)(C)O2)cn1, O. Yields the product CSc1ncc(O)cn1. As a reaction SMILES: [CH2:24]1[O:25][CH2:26][CH2:27][CH2:28]1.[CH3:18][CH2:19][O:20][C:21]([CH3:22])=[O:23].[CH3:1][S:2][c:3]1[n:4][cH:5][c:6]([B:9]2[O:10][C:11]([CH3:12])([CH3:13])[C:14]([CH3:15])([CH3:16])[O:17]2)[cH:7][n:8]1.[OH2:29]>>[CH3:1][S:2][c:3]1[n:4][cH:5][c:6]([OH:20])[cH:7][n:8]1. Starting materials: Cc1nc(C(=O)N(C)CCNC(=O)C(F)(F)F)c(-c2ccc(F)cc2)s1, CO, [K+], [K+], O=C([O-])[O-], O. Product: Cc1nc(C(=O)N(C)CCN)c(-c2ccc(F)cc2)s1. Reaction SMILES: [CH3:1][N:2]([C:3](=[O:4])[c:5]1[n:6][c:7]([CH3:17])[s:8][c:9]1-[c:10]1[cH:11][cH:12][c:13]([F:16])[cH:14][cH:15]1)[CH2:18][CH2:19][NH:20][C:21](=[O:22])[C:23]([F:24])([F:25])[F:26].[CH3:34][OH:35].[K+:27].[K+:28].[O-:29][C:30]([O-:31])=[O:32].[OH2:33]>>[CH3:1][N:2]([C:3](=[O:4])[c:5]1[n:6][c:7]([CH3:17])[s:8][c:9]1-[c:10]1[cH:11][cH:12][c:13]([F:16])[cH:14][cH:15]1)[CH2:18][CH2:19][NH2:20]. Starting materials: C([O-])([O-])=O.[Na+].[Na+] (sodium carbonate), C(C)(C)(C)C1=CC=C(C=C1)B(O)O (4-tert-butylphenylboronic acid), BrC=1C(=NC=CC1)N (3-bromopyridin-2-amine). The reagents and catalysts are C=1C=CC(=CC1)[P](C=2C=CC=CC2)(C=3C=CC=CC3)[Pd]([P](C=4C=CC=CC4)(C=5C=CC=CC5)C=6C=CC=CC6)([P](C=7C=CC=CC7)(C=8C=CC=CC8)C=9C=CC=CC9)[P](C=1C=CC=CC1)(C=1C=CC=CC1)C=1C=CC=CC1 (tetrakis(triphenylphosphine)palladium(0)). Solvent: O (water), COCCOC (1,2-dimethoxyethane), O (water). Reaction conditions: temperature 80 celsius, time 8 hour. Yields the product C(C)(C)(C)C1=CC=C(C=C1)C=1C(=NC=CC1)N (3-(4-tert-butylphenyl)pyridin-2-amine). Isolated yield 91.1%. As a reaction SMILES: C(=O)([O-])[O-].[Na+].[Na+].[C:7]([C:11]1[CH:16]=[CH:15][C:14](B(O)O)=[CH:13][CH:12]=1)([CH3:10])([CH3:9])[CH3:8].Br[C:21]1[C:22]([NH2:27])=[N:23][CH:24]=[CH:25][CH:26]=1>COCCOC.O.C1C=CC([P]([Pd]([P](C2C=CC=CC=2)(C2C=CC=CC=2)C2C=CC=CC=2)([P](C2C=CC=CC=2)(C2C=CC=CC=2)C2C=CC=CC=2)[P](C2C=CC=CC=2)(C2C=CC=CC=2)C2C=CC=CC=2)(C2C=CC=CC=2)C2C=CC=CC=2)=CC=1>[C:7]([C:11]1[CH:16]=[CH:15][C:14]([C:21]2[C:22]([NH2:27])=[N:23][CH:24]=[CH:25][CH:26]=2)=[CH:13][CH:12]=1)([CH3:10])([CH3:9])[CH3:8] |f:0.1.2,^1:38,40,59,78|. Reported procedure: A mixture of sodium carbonate (1.31 g), tetrakis(triphenylphosphine)palladium(0) (0.357 g), 4-tert-butylphenylboronic acid (1.43 g) and 3-bromopyridin-2-amine (1.069 g) in 1,2-dimethoxyethane (50 mL) and water (10 mL) was stirred under a nitrogen atmosphere at 80° C. overnight. The reaction mixture was added to water, and the mixture was extracted with ethyl acetate. The organic layer was washed with saturated brine, dried over anhydrous magnesium sulfate, and concentrated under reduced pressure... Starting materials: CCOC(=O)C(C#N)C(=O)c1cccn1C, Nc1ccccc1, Cc1ccccc1C. The product is Cn1cccc1C(=O)C(C#N)C(=O)Nc1ccccc1. As a reaction SMILES: [CH3:1][n:2]1[c:3]([C:7]([CH:8]([C:9]#[N:10])[C:11]([O:13][CH2:12][CH3:14])=[O:15])=[O:16])[cH:4][cH:5][cH:6]1.[NH2:17][c:18]1[cH:19][cH:20][cH:21][cH:22][cH:23]1.[c:24]1([CH3:25])[c:26]([CH3:27])[cH:28][cH:29][cH:30][cH:31]1>>[CH3:1][n:2]1[c:3]([C:7]([CH:8]([C:9]#[N:10])[C:11](=[O:13])[NH:17][c:18]2[cH:19][cH:20][cH:21][cH:22][cH:23]2)=[O:16])[cH:4][cH:5][cH:6]1. Reactants: [Na+].[Cl-] (NaCl), C1(CCCCC1)COC1=CC=C(C=C1)CC#N (4-(cyclohexylmethoxy)phenylacetonitrile), [N-]=[N+]=[N-].[Na+] (sodium azide), [Cl-].[NH4+] (ammonium chloride). Run in C(C)(=O)OCC (ethyl acetate), O (water), O (water), CN(C=O)C (dimethylformamide). Conditions: temperature 135 celsius. Yields the product N1N=NN=C1CC1=CC=C(OCC2CCCCC2)C=C1 (1-[[4-(1H-Tetrazol-5-yl-methyl)phenoxy]methyl]cyclohexane). Isolated yield 59.0%. Reaction SMILES: [CH:1]1([CH2:7][O:8][C:9]2[CH:14]=[CH:13][C:12]([CH2:15][C:16]#[N:17])=[CH:11][CH:10]=2)[CH2:6][CH2:5][CH2:4][CH2:3][CH2:2]1.[N-:18]=[N+:19]=[N-:20].[Na+].[Cl-].[NH4+].[Na+].[Cl-]>O.C(OCC)(=O)C.CN(C)C=O>[NH:18]1[C:16]([CH2:15][C:12]2[CH:13]=[CH:14][C:9]([O:8][CH2:7][CH:1]3[CH2:2][CH2:3][CH2:4][CH2:5][CH2:6]3)=[CH:10][CH:11]=2)=[N:17][N:20]=[N:19]1 |f:1.2,3.4,5.6|. Reported procedure: A mixture of 4-(cyclohexylmethoxy)phenylacetonitrile (15 g, prepared in the preceding paragraph), sodium azide (21.3 g), ammonium chloride (17.4 g) and dimethylformamide (325 mL) was heated to 135° C. under a nitrogen atmosphere for 40 hours. The mixture was then cooled to room temperature and enough water was added to dissolve all the salts. The homogeneous solution was then poured into a separatory funnel containing saturated aqueous NaCl and ethyl acetate. After extraction of the aqueous phas...